Dataset: the Open Reaction Database (ORD), a public repository of structured organic reaction records. Task: describe an organic reaction: reactants, conditions, products, and yield The reactants are OC1CCN(CC1)C(=O)N1CC(CC(C1)C1=CC=C(C=C1)OC(F)(F)F)C(=O)O (1-[(4-Hydroxypiperidin-1-yl)carbonyl]-5-[4-(trifluoromethoxy)phenyl]piperidine-3-carboxylic acid), ON=C(N)C1=NC=CN=C1 (N′-hydroxypyrazine-2-carboximidamide). Product: OC1CCN(CC1)C(=O)N1CC(CC(C1)C1=CC=C(C=C1)OC(F)(F)F)C1=NC(=NO1)C1=NC=CN=C1 ((4-Hydroxypiperidin-1-yl) {3-[3-(pyrazin-2-yl)-1,2,4-oxadiazol-5-yl]-5-[4-(trifluoromethoxy)-phenyl]piperidin-1-yl}methanone). RXN SMILES: [OH:1][CH:2]1[CH2:7][CH2:6][N:5]([C:8]([N:10]2[CH2:15][CH:14]([C:16]3[CH:21]=[CH:20][C:19]([O:22][C:23]([F:26])([F:25])[F:24])=[CH:18][CH:17]=3)[CH2:13][CH:12]([C:27]([OH:29])=O)[CH2:11]2)=[O:9])[CH2:4][CH2:3]1.O[N:31]=[C:32]([C:34]1[CH:39]=[N:38][CH:37]=[CH:36][N:35]=1)[NH2:33]>>[OH:1][CH:2]1[CH2:3][CH2:4][N:5]([C:8]([N:10]2[CH2:15][CH:14]([C:16]3[CH:21]=[CH:20][C:19]([O:22][C:23]([F:26])([F:24])[F:25])=[CH:18][CH:17]=3)[CH2:13][CH:12]([C:27]3[O:29][N:33]=[C:32]([C:34]4[CH:39]=[N:38][CH:37]=[CH:36][N:35]=4)[N:31]=3)[CH2:11]2)=[O:9])[CH2:6][CH2:7]1. Reported procedure: 100 mg (0.24 mmol) of 1-[(4-hydroxypiperidin-1-yl)carbonyl]-5-[4-(trifluoromethoxy)phenyl]piperidine-3-carboxylic acid (Example 63A) and 50 mg (0.36 mmol, 1.5 eq.) of N′-hydroxypyrazine-2-carboximidamide were reacted according to the General Method 2. Yield: 34 mg (27% of theory) Reactants: BrC=1C=CC2=C(C(CO2)=O)C1 (5-bromobenzofuran-3-one), [Cl-].[NH4+] (ammonium chloride), C(C)(=O)OCC (ethyl acetate), triethyl phosphonoacetate, C[Si](C)(C)[N-][Si](C)(C)C.[K+] (potassium bis(trimethylsilyl)amide), solution. The solvent is O1CCCC1 (tetrahydrofuran), C1(=CC=CC=C1)C (toluene). Conditions: temperature -78 celsius, time 2 hour. Yields the product C(C)OC(CC1=COC2=C1C=C(C=C2)Br)=O (5-Bromobenzofuran-3-ylacetic acid ethyl ester), solid. The yield is 57.0%. Reaction SMILES: C[Si]([N-][Si](C)(C)C)(C)C.[K+].[Br:11][C:12]1[CH:13]=[CH:14][C:15]2[O:19][CH2:18][C:17](=O)[C:16]=2[CH:21]=1.[Cl-].[NH4+].[C:24]([O:27][CH2:28][CH3:29])(=[O:26])[CH3:25]>O1CCCC1.C1(C)C=CC=CC=1>[CH2:28]([O:27][C:24](=[O:26])[CH2:25][C:17]1[C:16]2[CH:21]=[C:12]([Br:11])[CH:13]=[CH:14][C:15]=2[O:19][CH:18]=1)[CH3:29] |f:0.1,3.4|. Procedure: To a solution of triethyl phosphonoacetate (6 ml, 30.2 mmol) in dry tetrahydrofuran (200 ml) at -78° C. was added a solution of potassium bis(trimethylsilyl)amide in toluene (58 ml of a 0.5M solution). After stirring for 2 hours at -78° C., 5-bromobenzofuran-3-one (5.5 g, 26 mmol) was added dropwise. The resulting solution was stirred 1 hour at -78° C. and overnight at room temperature. Saturated aqueous ammonium chloride solution and ethyl acetate were added. The organic layer was separated and... Starting materials: CC(=O)[O-], CC(=O)[O-], CN(C)C=O, [Cu+2], Nc1ncc(-c2ccc(=O)[nH]c2)c(-c2ccco2)n1, c1ccncc1, OB(O)c1ccsc1. Yields the product Nc1ncc(-c2ccc(=O)n(-c3ccsc3)c2)c(-c2ccco2)n1. As a reaction SMILES: [C:39]([O-:40])(=[O:41])[CH3:42].[C:44]([O-:45])(=[O:46])[CH3:47].[CH3:34][N:35]([CH3:36])[CH:37]=[O:38].[Cu+2:43].[NH2:1][c:2]1[n:3][cH:4][c:5](-[c:13]2[cH:14][cH:15][c:16](=[O:19])[nH:17][cH:18]2)[c:6](-[c:8]2[o:9][cH:10][cH:11][cH:12]2)[n:7]1.[cH:28]1[cH:29][cH:30][n:31][cH:32][cH:33]1.[s:20]1[cH:21][c:22]([B:25]([OH:26])[OH:27])[cH:23][cH:24]1>>[NH2:1][c:2]1[n:3][cH:4][c:5](-[c:13]2[cH:14][cH:15][c:16](=[O:19])[n:17](-[c:22]3[cH:21][s:20][cH:24][cH:23]3)[cH:18]2)[c:6](-[c:8]2[o:9][cH:10][cH:11][cH:12]2)[n:7]1. Reactants: C1(CCCCC1)NN1C(=NC=2C=[N+](C=3C=CC=CC3C21)[O-])COCC (N-Cyclohexyl-2-(ethoxymethyl)-5-oxido-1H-imidazo[4,5-c]quinolin-1-amine), CO (methanol), CO (methanol), [OH-].[NH4+] (Ammonium hydroxide), C1(=CC=C(C=C1)S(=O)(=O)Cl)C (Para-toluenesulfonyl chloride). The solvent is C(Cl)(Cl)Cl (chloroform), ClCCl (dichloromethane), O (water), C(Cl)(Cl)Cl (chloroform), ClCCl (dichloromethane). Product: C1(CCCCC1)NN1C(=NC=2C(=NC=3C=CC=CC3C21)N)COCC (N1-cyclohexyl-2-(ethoxymethyl)-1H-imidazo[4,5-c]quinoline-1,4-diamine). Reaction SMILES: [CH:1]1([NH:7][N:8]2[C:20]3[C:19]4[CH:18]=[CH:17][CH:16]=[CH:15][C:14]=4[N+:13]([O-])=[CH:12][C:11]=3[N:10]=[C:9]2[CH2:22][O:23][CH2:24][CH3:25])[CH2:6][CH2:5][CH2:4][CH2:3][CH2:2]1.[OH-].[NH4+:27].C1(C)C=CC(S(Cl)(=O)=O)=CC=1.CO>ClCCl.O.C(Cl)(Cl)Cl>[CH:1]1([NH:7][N:8]2[C:20]3[C:19]4[CH:18]=[CH:17][CH:16]=[CH:15][C:14]=4[N:13]=[C:12]([NH2:27])[C:11]=3[N:10]=[C:9]2[CH2:22][O:23][CH2:24][CH3:25])[CH2:6][CH2:5][CH2:4][CH2:3][CH2:2]1 |f:1.2|. Procedure details: N-Cyclohexyl-2-(ethoxymethyl)-5-oxido-1H-imidazo[4,5-c]quinolin-1-amine (0.425 g, 1.25 mmol) was placed in a 100 mL round bottom flask and dissolved in dichloromethane (20 mL). Ammonium hydroxide solution (10 mL) was added and the mixture was stirred vigorously. The stirred mixture was chilled in an ice water bath. Para-toluenesulfonyl chloride (0.250 g, 1.31 mmol) was added over 5 min. After 30 min of stirring at 0° C. TLC (SiO2, 95:5 chloroform:methanol) showed complete conversion. The mixture... The reactants are C(C1=CC=CC=C1)OC1=C(C=CC=C1)\C=C/C1=CC(=C(C(=O)OC)C=C1)OC (Methyl 4-[2-(2-benzyloxyphenyl)-(Z)-ethenyl]-2-methoxy-benzoate), C(C1=CC=CC=C1)OC1=C(C=CC=C1)CCCC1=CC=C(C(=O)OC)C=C1 (methyl 4-[3-(2-benzyloxyphenyl)propyl]benzoate), C(C1=CC=CC=C1)OC1=C(C=CC=C1)CCCC1=CC=C(C(=O)O)C=C1 (4-[3-(2-benzyloxyphenyl)-propyl]benzoic acid), C(C1=CC=CC=C1)OC1=C(C=CC=C1)/C=C/C1=CC(=C(C(=O)O)C=C1)OC (4-[2-(2-benzyloxyphenyl)-(E)-ethenyl]-2-methoxybenzoic acid), ( Z ). The product is C(C1=CC=CC=C1)OC1=C(C=CC=C1)\C=C/C1=CC(=C(C(=O)O)C=C1)OC (4-[2-(2-Benzyloxyphenyl)-(Z)-ethenyl]-2-methoxybenzoic acid). Reaction SMILES: [CH2:1]([O:8][C:9]1[CH:14]=[CH:13][CH:12]=[CH:11][C:10]=1/[CH:15]=[CH:16]\[C:17]1[CH:26]=[CH:25][C:20]([C:21]([O:23]C)=[O:22])=[C:19]([O:27][CH3:28])[CH:18]=1)[C:2]1[CH:7]=[CH:6][CH:5]=[CH:4][CH:3]=1.C(OC1C=CC=CC=1/C=C/C1C=CC(C(O)=O)=C(OC)C=1)C1C=CC=CC=1.C(OC1C=CC=CC=1CCCC1C=CC(C(OC)=O)=CC=1)C1C=CC=CC=1.C(OC1C=CC=CC=1CCCC1C=CC(C(O)=O)=CC=1)C1C=CC=CC=1>>[CH2:1]([O:8][C:9]1[CH:14]=[CH:13][CH:12]=[CH:11][C:10]=1/[CH:15]=[CH:16]\[C:17]1[CH:26]=[CH:25][C:20]([C:21]([OH:23])=[O:22])=[C:19]([O:27][CH3:28])[CH:18]=1)[C:2]1[CH:3]=[CH:4][CH:5]=[CH:6][CH:7]=1. Reported procedure: Methyl 4-[2-(2-benzyloxyphenyl)-(Z)-ethenyl]-2-methoxy-benzoate (obtained from methyl 4-[2-(2-benzyloxyphenyl)-(Z)-ethenyl]-2-hydroxybenzoate as described in Example 14) was converted to 4-[2-(2-benzyloxyphenyl)-(E)-ethenyl]-2-methoxybenzoic acid (containing 15% of the (Z) isomer and obtained as a gum; negative FAB mass peak 359) using the method described in Example 1 for the conversion of methyl 4-[3-(2-benzyloxyphenyl)propyl]benzoate to 4-[3-(2-benzyloxyphenyl)-propyl]benzoic acid. Reactants: FC(C(=O)O)(F)F.CN1C=C(C2=CC=CC=C12)C=1C(N(C(C1C1=CN(C2=CC(=CC=C12)[N+](=O)[O-])C)=O)COC(=O)C1CCNCC1)=O (Piperidine-4-carboxylic acid 3-(1-methyl-1H-indol-3-yl)-4-(1-methyl-6-nitro-1H-indol-3-yl)-2,5-dioxo-2,5-dihydro-pyrrol-1-ylmethyl ester trifluoroacetate), C(=O)(O)[O-].[Na+] (NaHCO3). Run in C(C)(=O)OCC (ethyl acetate). Product: C(C)(=O)O.CN1C=C(C2=CC=CC=C12)C=1C(N(C(C1C1=CN(C2=CC(=CC=C12)[N+](=O)[O-])C)=O)COC(=O)C1CCNCC1)=O (Piperidine-4-carboxylic acid 3-(1-Methyl-1H-indol-3-yl)-4-(1-methyl-6-nitro-1H-indol-3-yl)-2,5-dioxo-2,5-dihydro-pyrrol-1-ylmethyl Ester Acetate Salt). Yield: 97.0%. Reaction SMILES: F[C:2](F)(F)[C:3]([OH:5])=[O:4].[CH3:8][N:9]1[C:17]2[C:12](=[CH:13][CH:14]=[CH:15][CH:16]=2)[C:11]([C:18]2[C:19](=[O:47])[N:20]([CH2:37][O:38][C:39]([CH:41]3[CH2:46][CH2:45][NH:44][CH2:43][CH2:42]3)=[O:40])[C:21](=[O:36])[C:22]=2[C:23]2[C:31]3[C:26](=[CH:27][C:28]([N+:32]([O-:34])=[O:33])=[CH:29][CH:30]=3)[N:25]([CH3:35])[CH:24]=2)=[CH:10]1.C([O-])(O)=O.[Na+]>C(OCC)(=O)C>[C:3]([OH:5])(=[O:4])[CH3:2].[CH3:8][N:9]1[C:17]2[C:12](=[CH:13][CH:14]=[CH:15][CH:16]=2)[C:11]([C:18]2[C:19](=[O:47])[N:20]([CH2:37][O:38][C:39]([CH:41]3[CH2:46][CH2:45][NH:44][CH2:43][CH2:42]3)=[O:40])[C:21](=[O:36])[C:22]=2[C:23]2[C:31]3[C:26](=[CH:27][C:28]([N+:32]([O-:34])=[O:33])=[CH:29][CH:30]=3)[N:25]([CH3:35])[CH:24]=2)=[CH:10]1 |f:0.1,2.3,5.6|. Reported procedure: Piperidine-4-carboxylic acid 3-(1-methyl-1H-indol-3-yl)-4-(1-methyl-6-nitro-1H-indol-3-yl)-2,5-dioxo-2,5-dihydro-pyrrol-1-ylmethyl ester trifluoroacetate, prepared as in example 8a above, was dissolved in ethyl acetate. The resulting solution was neutralized with cold saturated NaHCO3. The ethyl acetate layer was concentrated and slurried in H2O and acidified with excess HOAc and lyophilized to give the desired product (yield—97%). The reactants are CC1CC=C(c2cnc3c(c2)c(-c2cnn(C)c2)cn3S(=O)(=O)c2ccccc2)CC1, CO, [OH-], [OH-], [Pd+2]. Product: CC1CCC(c2cnc3c(c2)c(-c2cnn(C)c2)cn3S(=O)(=O)c2ccccc2)CC1. As a reaction SMILES: [CH3:1][n:2]1[n:3][cH:4][c:5](-[c:7]2[cH:8][n:9]([S:23](=[O:24])(=[O:25])[c:26]3[cH:27][cH:28][cH:29][cH:30][cH:31]3)[c:10]3[n:11][cH:12][c:13]([C:16]4=[CH:17][CH2:18][CH:19]([CH3:22])[CH2:20][CH2:21]4)[cH:14][c:15]23)[cH:6]1.[CH3:32][OH:33].[OH-:34].[OH-:35].[Pd+2:36]>>[CH3:1][n:2]1[n:3][cH:4][c:5](-[c:7]2[cH:8][n:9]([S:23](=[O:24])(=[O:25])[c:26]3[cH:27][cH:28][cH:29][cH:30][cH:31]3)[c:10]3[n:11][cH:12][c:13]([CH:16]4[CH2:17][CH2:18][CH:19]([CH3:22])[CH2:20][CH2:21]4)[cH:14][c:15]23)[cH:6]1.